Task: describe an organic reaction: reactants, conditions, products, and yield. Dataset: the Open Reaction Database (ORD), a public repository of structured organic reaction records Starting materials: C([O-])(O)=O.[Na+] (sodium bicarbonate), CN(C1CCOCC1)CC1=CC=C(C=C1)CO (N-methyl-N-(tetrahydropyran-4-yl)-4-(hydroxymethyl)benzylamine), C1(=CC=CC=C1)P(C1=CC=CC=C1)C1=CC=CC=C1 (triphenylphosphine), C(Br)(Br)(Br)Br (carbon tetrabromide). The product is CN(C1CCOCC1)CC1=CC=C(C=C1)CBr (N-methyl-N-(tetrahydropyran-4-yl)-4-(bromomethyl)benzylamine). The solvent is ClCCl (dichloromethane). Yield: 79.7%. Run at time 2 hour. Procedure details: Into a solution of N-methyl-N-(tetrahydropyran-4-yl)-4-(hydroxymethyl)benzylamine (0.68 g) and triphenylphosphine (0.91 g) in dichloromethane (10 ml) was added under ice cooling carbon tetrabromide (1.44 g), and the resulting mixture was stirred at room temperature for 2 hours. The reaction mixture was mixed with an aqueous solution of sodium bicarbonate under ice cooling and was extracted with ethyl acetate. The extract was washed with an aqueous solution of sodium chloride, was dried (anhydrou... As a reaction SMILES: [CH3:1][N:2]([CH2:9][C:10]1[CH:15]=[CH:14][C:13]([CH2:16]O)=[CH:12][CH:11]=1)[CH:3]1[CH2:8][CH2:7][O:6][CH2:5][CH2:4]1.C1(P(C2C=CC=CC=2)C2C=CC=CC=2)C=CC=CC=1.C(Br)(Br)(Br)[Br:38].C(=O)(O)[O-].[Na+]>ClCCl>[CH3:1][N:2]([CH2:9][C:10]1[CH:15]=[CH:14][C:13]([CH2:16][Br:38])=[CH:12][CH:11]=1)[CH:3]1[CH2:8][CH2:7][O:6][CH2:5][CH2:4]1 |f:3.4|.